From a dataset of the Open Reaction Database (ORD), a public repository of structured organic reaction records. describe an organic reaction: reactants, conditions, products, and yield Starting materials: BrC1=C(C=CC(=C1)Cl)[C@H](C(F)(F)F)O ((R)-1-(2-bromo-4-chlorophenyl)-2,2,2-trifluoroethanol), BrC1=C(C=CC(=C1)Cl)[C@H](C(F)(F)F)O ((R)-1-(2-bromo-4-chlorophenyl)-2,2,2-trifluoroethanol), ClC1=NC(=NC(=C1)Cl)N (4,6-dichloropyrimidin-2-amine), C(=O)([O-])[O-].[Cs+].[Cs+] (Cs2CO3). The solvent is O1CCOCC1 (dioxane). Run at temperature 80 celsius. Product: BrC1=C(C=CC(=C1)Cl)[C@H](C(F)(F)F)OC1=NC(=NC(=C1)Cl)N ((R)-4-(1-(2-bromo-4-chlorophenyl)-2,2,2-trifluoroethoxy)-6-chloropyrimidin-2-amine). Reaction SMILES: [Br:1][C:2]1[CH:7]=[C:6]([Cl:8])[CH:5]=[CH:4][C:3]=1[C@@H:9]([OH:14])[C:10]([F:13])([F:12])[F:11].[Cl:15][C:16]1[CH:21]=[C:20](Cl)[N:19]=[C:18]([NH2:23])[N:17]=1.C([O-])([O-])=O.[Cs+].[Cs+]>O1CCOCC1>[Br:1][C:2]1[CH:7]=[C:6]([Cl:8])[CH:5]=[CH:4][C:3]=1[C@@H:9]([O:14][C:20]1[CH:21]=[C:16]([Cl:15])[N:17]=[C:18]([NH2:23])[N:19]=1)[C:10]([F:11])([F:12])[F:13] |f:2.3.4|. Procedure details: To a solution of (R)-1-(2-bromo-4-chlorophenyl)-2,2,2-trifluoroethanol (Intermediate 43) (400 mg, 1.4 mmol) in dioxane (25 mL) was added 4,6-dichloropyrimidin-2-amine (1.1 g, 7 mmol) and Cs2CO3 (1.3 g, 4 mmol). The mixture was heated for 24 h at 80° C. The reaction was then cooled to RT and filtered. The solvent was removed in vacuo, then CH2Cl2 and heptane was added. The solvent volume was reduced until a solid precipitated out. The solid was filtered and the procedure repeated several times to... The reactants are C(C)OC(=O)C1CN(CC12CC2)CC2=CC=CC=C2 (5-benzyl-5-azaspiro[2.4]heptane-7-carboxylic acid ethyl ester), C[Li] (methyllithium). The solvent is C(C)OCC (diethyl ether). Reaction conditions: temperature -10 celsius, time 1 hour. Yields the product C(C1=CC=CC=C1)N1CC2(CC2)C(C1)C(C)=O (1-(5-Benzyl-5-azaspiro[2.4]hept-7-yl)ethanone). Isolated yield 54.6%. As a reaction SMILES: C(O[C:4]([CH:6]1[C:10]2([CH2:12][CH2:11]2)[CH2:9][N:8]([CH2:13][C:14]2[CH:19]=[CH:18][CH:17]=[CH:16][CH:15]=2)[CH2:7]1)=[O:5])C.[CH3:20][Li]>C(OCC)C>[CH2:13]([N:8]1[CH2:7][CH:6]([C:4](=[O:5])[CH3:20])[C:10]2([CH2:11][CH2:12]2)[CH2:9]1)[C:14]1[CH:15]=[CH:16][CH:17]=[CH:18][CH:19]=1. Procedure: A solution (−78° C.) of 5-benzyl-5-azaspiro[2.4]heptane-7-carboxylic acid ethyl ester (Example A1a, 8.15 g, 31.4 mmol) in diethyl ether (200 mL) under a nitrogen atmosphere is treated with methyllithium (1.4 M in diethyl ether, 22.4 mL, 31.4 mmol) over a period of 10 minutes. After 1 hour, reaction mixture is warmed to −10° C. and quenched with saturated aqueous ammonium chloride. The mixture is poured into a separatory funnel and the organic layer is washed with saturated aqueous ammonium chlor... The reactants are CC(=O)O, CC1(C)OCC(C2SCC3OC(C)(C)OC32)O1. The product is CC1(C)OC2CSC(C(O)CO)C2O1. As a reaction SMILES: [C:18]([OH:19])(=[O:20])[CH3:21].[CH3:1][C:2]1([CH3:17])[O:3][CH2:4][CH:5]([CH:7]2[S:8][CH2:9][CH:10]3[O:11][C:12]([CH3:15])([CH3:16])[O:13][CH:14]23)[O:6]1>>[OH:3][CH2:4][CH:5]([OH:6])[CH:7]1[S:8][CH2:9][CH:10]2[O:11][C:12]([CH3:15])([CH3:16])[O:13][CH:14]12. Reactants: CC#N, NCCOCCO, O=C(O)CCn1cnc2c(=O)[nH]cnc21. Yields the product O=C(CCn1cnc2c(=O)[nH]cnc21)NCCOCCO. RXN SMILES: [CH3:23][C:24]#[N:25].[NH2:1][CH2:2][CH2:3][O:4][CH2:5][CH2:6][OH:7].[O:8]=[c:9]1[c:10]2[n:11][cH:12][n:13]([CH2:18][CH2:19][C:20](=[O:21])[OH:22])[c:14]2[n:15][cH:16][nH:17]1>>[NH:1]([CH2:2][CH2:3][O:4][CH2:5][CH2:6][OH:7])[C:20]([CH2:19][CH2:18][n:13]1[cH:12][n:11][c:10]2[c:9](=[O:8])[nH:17][cH:16][n:15][c:14]21)=[O:21]. The reactants are O=C([O-])O, CC(=O)O, [Cu+2], Nc1ccc(I)cc1F, N#C[K], O=N[O-], [Na+], [Na+], [Na+], [OH-], O, O, O, O, O, O, O=S(=O)(O)O, O=S(=O)([O-])[O-], c1ccccc1. Product: N#Cc1ccc(I)cc1F. As a reaction SMILES: [C:17](=[O:18])([OH:19])[O-:20].[CH3:47][C:48](=[O:49])[OH:50].[Cu+2:40].[F:5][c:6]1[c:7]([NH2:8])[cH:9][cH:10][c:11]([I:13])[cH:12]1.[K:14][C:15]#[N:16].[N:1]([O-:2])=[O:3].[Na+:21].[Na+:23].[Na+:4].[OH-:22].[OH2:29].[OH2:30].[OH2:31].[OH2:32].[OH2:33].[OH2:34].[S:24](=[O:25])(=[O:26])([OH:27])[OH:28].[S:35]([O-:36])([O-:37])(=[O:38])=[O:39].[cH:41]1[cH:42][cH:43][cH:44][cH:45][cH:46]1>>[F:5][c:6]1[c:7]([C:15]#[N:16])[cH:9][cH:10][c:11]([I:13])[cH:12]1. The reactants are CCO, COc1ccc2c(c1)C(SC)=[NH+]CC2, O=S(=O)([O-])F, N. Product: COc1ccc2c(c1)C(N)=NCC2. As a reaction SMILES: [CH3:21][CH2:22][OH:23].[CH3:6][O:7][c:8]1[cH:9][cH:10][c:11]2[c:16]([cH:17]1)[C:15]([S:18][CH3:19])=[NH+:14][CH2:13][CH2:12]2.[F:1][S:2]([O-:3])(=[O:4])=[O:5].[NH3:20]>>[CH3:6][O:7][c:8]1[cH:9][cH:10][c:11]2[c:16]([cH:17]1)[C:15]([NH2:20])=[N:14][CH2:13][CH2:12]2.